The task is: describe an organic reaction: reactants, conditions, products, and yield. This data is from the Open Reaction Database (ORD), a public repository of structured organic reaction records. RXN SMILES: [Br:19][c:20]1[cH:21][n:22][cH:23][c:24]([OH:26])[cH:25]1.[C:1](=[O:2])([O-:3])[O-:4].[Cl:7][C:8]([C:9]([OH:10])=[O:11])([F:12])[F:13].[K+:5].[K+:6].[O:14]=[CH:15][N:16]([CH3:17])[CH3:18].[OH2:27]>>[CH:8]([F:12])([F:13])[O:26][c:24]1[cH:23][n:22][cH:21][c:20]([Br:19])[cH:25]1. Starting materials: Oc1cncc(Br)c1, O=C([O-])[O-], O=C(O)C(F)(F)Cl, [K+], [K+], CN(C)C=O, O. Yields the product FC(F)Oc1cncc(Br)c1. The reactants are C(C)(C)(C)OC(=O)N1C(=CC=C1)C1=CC=C2C=NC(=NN21)S(=O)C (2-(2-methanesulfinyl-pyrrolo[2,1-f][1,2,4]triazin-7-yl)-pyrrole-1-carboxylic acid tert-butyl ester), NC=1C=C(NC(C)=O)C=CC1 (3′-aminoacetanilide), C(=O)(C(F)(F)F)O (TFA). Product: N1C(=CC=C1)C1=CC=C2C=NC(=NN21)NC=2C=C(C=CC2)NC(C)=O (N-{3-[7-(1H-Pyrrol-2-yl)-pyrrolo[2,1-f][1,2,4]triazin-2-ylamino]-phenyl}-acetamide). RXN SMILES: C(OC([N:8]1[CH:12]=[CH:11][CH:10]=[C:9]1[C:13]1[N:21]2[C:16]([CH:17]=[N:18][C:19](S(C)=O)=[N:20]2)=[CH:15][CH:14]=1)=O)(C)(C)C.[NH2:25][C:26]1[CH:27]=[C:28]([CH:33]=[CH:34][CH:35]=1)[NH:29][C:30](=[O:32])[CH3:31].C(O)(C(F)(F)F)=O>>[NH:8]1[CH:12]=[CH:11][CH:10]=[C:9]1[C:13]1[N:21]2[C:16]([CH:17]=[N:18][C:19]([NH:25][C:26]3[CH:27]=[C:28]([NH:29][C:30](=[O:32])[CH3:31])[CH:33]=[CH:34][CH:35]=3)=[N:20]2)=[CH:15][CH:14]=1. Reported procedure: Following the synthetic and purification procedures described in Example 1291c, 2-(2-methanesulfinyl-pyrrolo[2,1-f][1,2,4]triazin-7-yl)-pyrrole-1-carboxylic acid tert-butyl ester (80 mg, 0.2 mmol) was coupled with 3′-aminoacetanilide (77.0 mg, 0.513 mmol). Yield of TFA salt: 6 mg (7%); LC/MS: 333 (M+H); HPLC: 97% pure, RT=2.32 min; 1H NMR (DMSO, δ): 11.35 (s, 1H), 9.90 (s, 1H), 9.34 (s, 1H), 8.85 (s, 1H), 7.89 (s, 1H), 7.51 (d, J=8.5, 1H), 7.25 (t, J=8.2, 1H), 7.17 (s, 1H), 7.14 (d, J=4.7, 1H), ... Reactants: CN(C=O)C (N,N-dimethylformamide), [Cl-].[NH4+] (ammonium chloride), CCOCC (ether), [H-].[Na+] (sodium hydride), FC(C1=CC(=NC=C1)C=1NOC(N1)=O)(F)F (3-(4-trifluoromethylpyridin-2-yl)-1,2,4-oxadiazol-5-one). Reaction conditions: time 10 minute. Yields the product C(C1=CC=CC=C1)OCN1C(=NOC1=O)C1=NC=CC(=C1)C(F)(F)F (4-benzyloxymethyl-3-(4-trifluoromethylpyridin-2-yl)-1,2,4-oxadiazol-5-one). Reaction SMILES: CN(C)C=O.[H-].[Na+].[F:8][C:9]([F:23])([F:22])[C:10]1[CH:15]=[CH:14][N:13]=[C:12]([C:16]2[NH:17][O:18][C:19](=[O:21])[N:20]=2)[CH:11]=1.[Cl-].[NH4+].C[CH2:27][O:28][CH2:29][CH3:30]>>[CH2:29]([O:28][CH2:27][N:20]1[C:19](=[O:21])[O:18][N:17]=[C:16]1[C:12]1[CH:11]=[C:10]([C:9]([F:8])([F:22])[F:23])[CH:15]=[CH:14][N:13]=1)[C:30]1[CH:14]=[CH:15][CH:10]=[CH:11][CH:12]=1 |f:1.2,4.5|. Reported procedure: Into 2 ml of N,N-dimethylformamide was suspended 0.05 g of sodium hydride (60% oily), and 0.2 g of 3-(4-trifluoromethylpyridin-2-yl)-1,2,4-oxadiazol-5-one was added at room temperature. After stirring for 10 minutes, 0.16 g of benzyl=chloromethyl=ether was added, and the mixture was stirred at 60° C. for 4 hours. The reaction solution was allowed to cool to room temperature, and poured into an aqueous saturated ammonium chloride solution, followed by extraction with ethyl acetate three times. Th... Reactants: S(=O)(Cl)Cl (thionyl chloride), 65, FC(C(F)F)(OC=1C=C(C(=O)O)C=CC1)F (m-(1,1,2,2-tetrafluoroethoxy)-benzoic acid). Run in ClCCCl (1,2-dichloroethane). Conditions: time 3 hour. The product is FC(C(F)F)(OC=1C=C(C(=O)Cl)C=CC1)F (m-(1,1,2,2-tetrafluoroethoxy)-benzoyl chloride). As a reaction SMILES: S(Cl)([Cl:3])=O.[F:5][C:6]([F:20])([O:10][C:11]1[CH:12]=[C:13]([CH:17]=[CH:18][CH:19]=1)[C:14](O)=[O:15])[CH:7]([F:9])[F:8]>ClCCCl>[F:5][C:6]([F:20])([O:10][C:11]1[CH:12]=[C:13]([CH:17]=[CH:18][CH:19]=1)[C:14]([Cl:3])=[O:15])[CH:7]([F:9])[F:8]. Reported procedure: 39.4 parts by weight of thionyl chloride are added to a suspension of 65 parts by weight of m-(1,1,2,2-tetrafluoroethoxy)-benzoic acid in 500 parts by volume of 1,2-dichloroethane and the mixture is stirred for 3 hours under reflux. It is then concentrated under reduced pressure, and after filtering off a small amount of starting material which has precipitated, m-(1,1,2,2-tetrafluoroethoxy)-benzoyl chloride is obtained as a yellowish oil. The IR spectrum shows C=O bands at 1,770 and 1,748 cm-1 ... The product is N[C@H](C(=O)N[C@H](C(=O)OCC1=CC=CC=C1)CC1=CC=C(C=C1)OC)C ((S)-benzyl 2-((S)-2-aminopropanamido)-3-(4-methoxyphenyl)propanoate), Cl (HCl). Reported procedure: A solution of (S)-benzyl 2-((S)-2-((tert-butoxycarbonyl)amino)propanamido)-3-(4-methoxyphenyl)propanoate (29.0 g, 63.6 mmol) in 3 N HCl-EtOAc (150 mL) was stirred for 1 h at ambient temperature. The mixture was concentrated and the residue was washed with petroleum ether (100 mL) to afford (S)-benzyl 2-((S)-2-aminopropanamido)-3-(4-methoxyphenyl)propanoate as an HCl salt (quant.), which was used directly in the next step without further purification. RXN SMILES: C(OC([NH:8][C@@H:9]([CH3:33])[C:10]([NH:12][C@@H:13]([CH2:24][C:25]1[CH:30]=[CH:29][C:28]([O:31][CH3:32])=[CH:27][CH:26]=1)[C:14]([O:16][CH2:17][C:18]1[CH:23]=[CH:22][CH:21]=[CH:20][CH:19]=1)=[O:15])=[O:11])=O)(C)(C)C.[ClH:34].CCOC(C)=O>>[NH2:8][C@@H:9]([CH3:33])[C:10]([NH:12][C@@H:13]([CH2:24][C:25]1[CH:26]=[CH:27][C:28]([O:31][CH3:32])=[CH:29][CH:30]=1)[C:14]([O:16][CH2:17][C:18]1[CH:23]=[CH:22][CH:21]=[CH:20][CH:19]=1)=[O:15])=[O:11].[ClH:34] |f:1.2|. Reactants: C(C)(C)(C)OC(=O)N[C@H](C(=O)N[C@H](C(=O)OCC1=CC=CC=C1)CC1=CC=C(C=C1)OC)C ((S)-benzyl 2-((S)-2-((tert-butoxycarbonyl)amino)propanamido)-3-(4-methoxyphenyl)propanoate), Cl.CCOC(=O)C (HCl EtOAc). Product: NC=1C=C2C(C(N(C2=CC1)C)=O)(F)F (5-amino-3,3-difluoro-1-methyl-1,3-dihydro-2H-indol-2-one). Reagents/catalysts: [Ni] (Ni). As a reaction SMILES: [F:1][C:2]1([F:16])[C:10]2[C:5](=[CH:6][CH:7]=[C:8]([N+:11]([O-])=O)[CH:9]=2)[N:4]([CH3:14])[C:3]1=[O:15]>[Ni]>[NH2:11][C:8]1[CH:9]=[C:10]2[C:5](=[CH:6][CH:7]=1)[N:4]([CH3:14])[C:3](=[O:15])[C:2]2([F:16])[F:1]. Starting materials: FC1(C(N(C2=CC=C(C=C12)[N+](=O)[O-])C)=O)F (3,3-Difluoro-1-methyl-5-nitro-1,3-dihydro-2H-indol-2-one). Procedure: 3,3-Difluoro-1-methyl-5-nitro-1,3-dihydro-2H-indol-2-one was subjected to a hydrogenation reaction using a Raney-Ni catalyst under a hydrogen stream to obtain 5-amino-3,3-difluoro-1-methyl-1,3-dihydro-2H-indol-2-one. Procedure: To a degassed suspension of methyl 2-amino-6-chloro-3-pyridinecarboxylate (2.24 g, 12 mmol) and tributyl({[(methyloxy)methyl]oxy}methyl)stannane (4.82 g, 13.2 mmol) in anhydrous toluene (30 mL), split between two vessels, was added chloro(di-2-norbonylphosphino)(2′-dimethylamino-1,1′-biphenyl-2-yl)palladium (II) (325 mg, 0.598 mmol) to each vessel. The reaction vessels were sealed and heated in a Biotage Initiator using initial absorption normal to 170° C. for 1 hour. Analysis by LCMS indicated ... RXN SMILES: [NH2:1][C:2]1[C:7]([C:8]([O:10][CH3:11])=[O:9])=[CH:6][CH:5]=[C:4](Cl)[N:3]=1.C([Sn](CCCC)(CCCC)[CH2:18][O:19][CH2:20][O:21][CH3:22])CCC.C(OCC)(=O)C.[F-].[K+]>C1(C)C=CC=CC=1.C(Cl)Cl.CO.C(Cl)Cl>[NH2:1][C:2]1[C:7]([C:8]([O:10][CH3:11])=[O:9])=[CH:6][CH:5]=[C:4]([CH2:18][O:19][CH2:20][O:21][CH3:22])[N:3]=1 |f:3.4,6.7|. Isolated yield 18.4%. Product: NC1=NC(=CC=C1C(=O)OC)COCOC (Methyl 2-amino-6-({[(methyloxy)methyl]oxy}methyl)-3-pyridinecarboxylate). Reactants: C(CCC)[Sn](COCOC)(CCCC)CCCC (tributyl({[(methyloxy)methyl]oxy}methyl)stannane), chloro(di-2-norbonylphosphino)(2′-dimethylamino-1,1′-biphenyl-2-yl)palladium (II), NC1=NC(=CC=C1C(=O)OC)Cl (methyl 2-amino-6-chloro-3-pyridinecarboxylate), C(CCC)[Sn](COCOC)(CCCC)CCCC (tributyl({[(methyloxy)methyl]oxy}methyl)stannane), chloro(di-2-norbonylphosphino)(2′-dimethylamino-1,1′-biphenyl-2-yl)palladium (II), C(C)(=O)OCC (ethyl acetate), [F-].[K+] (potassium flouride). Run in C(Cl)Cl (DCM), C(Cl)Cl.CO (DCM methanol), C1(=CC=CC=C1)C (toluene). Conditions: time 10 minute.